Dataset: the Open Reaction Database (ORD), a public repository of structured organic reaction records. Task: describe an organic reaction: reactants, conditions, products, and yield Product: C(C)OC(=O)C1(CC1)C1=CC=C(C=C1)C1=CC=C(C=C1)C1=C(C(=NO1)C)NC1=NC(=CC=C1)SC1=CC=CC=C1 (1-{4′-[3-Methyl-4-(6-phenylsulfanyl-pyridin-2-ylamino)-isoxazol-5-yl]-biphenyl-4-yl}-cyclopropanecarboxylic acid ethyl ester). RXN SMILES: [CH2:1]([O:3][C:4]([C:6]1([C:9]2[CH:14]=[CH:13][C:12]([C:15]3[CH:20]=[CH:19][C:18]([C:21]4[O:25][N:24]=[C:23]([CH3:26])[C:22]=4[NH2:27])=[CH:17][CH:16]=3)=[CH:11][CH:10]=2)[CH2:8][CH2:7]1)=[O:5])[CH3:2].Br[C:29]1[CH:34]=[CH:33][CH:32]=[C:31]([S:35][C:36]2[CH:41]=[CH:40][CH:39]=[CH:38][CH:37]=2)[N:30]=1>>[CH2:1]([O:3][C:4]([C:6]1([C:9]2[CH:10]=[CH:11][C:12]([C:15]3[CH:20]=[CH:19][C:18]([C:21]4[O:25][N:24]=[C:23]([CH3:26])[C:22]=4[NH:27][C:29]4[CH:34]=[CH:33][CH:32]=[C:31]([S:35][C:36]5[CH:41]=[CH:40][CH:39]=[CH:38][CH:37]=5)[N:30]=4)=[CH:17][CH:16]=3)=[CH:13][CH:14]=2)[CH2:8][CH2:7]1)=[O:5])[CH3:2]. Procedure: Prepared according to the procedure described in Example 68, Step 2, using 1-[4′-(4-amino-3-methyl-isoxazol-5-yl)-biphenyl-4-yl]-cyclopropanecarboxylic acid ethyl ester and 2-bromo-6-phenylsulfanyl-pyridine. The reactants are C(C)OC(=O)C1(CC1)C1=CC=C(C=C1)C1=CC=C(C=C1)C1=C(C(=NO1)C)N (1-[4′-(4-amino-3-methyl-isoxazol-5-yl)-biphenyl-4-yl]-cyclopropanecarboxylic acid ethyl ester), BrC1=NC(=CC=C1)SC1=CC=CC=C1 (2-bromo-6-phenylsulfanyl-pyridine). The reactants are O[C@@H]1[C@]2(C)[C@]3([C@@H](C1)C3)[C@@H]3CCC1=CC(CC[C@]1(C)[C@H]3CC2)=O (17β-hydroxy-14β,15β-methylen-androst-4-en-3-one), C1(=C(C(=O)C(=C(C1=O)Cl)Cl)Cl)Cl (chloranil). Run in C(C)(C)(C)O (tert-butanol). The product is O[C@@H]1[C@]2(C)[C@]3([C@@H](C1)C3)[C@@H]3C=CC1=CC(CC[C@]1(C)[C@H]3CC2)=O (17β-Hydroxy-14β,15β-methylen-androsta-4,6-dien-3-one). Reaction SMILES: [OH:1][C@H:2]1[CH2:7][C@H:6]2[CH2:8][C@@:5]32[C@H:9]2[C@H:19]([CH2:20][CH2:21][C@:3]13[CH3:4])[C@:17]1([CH3:18])[C:12](=[CH:13][C:14](=[O:22])[CH2:15][CH2:16]1)[CH2:11][CH2:10]2.C1(Cl)C(=O)C(Cl)=C(Cl)C(=O)C=1Cl>C(O)(C)(C)C>[OH:1][C@H:2]1[CH2:7][C@H:6]2[CH2:8][C@@:5]32[C@H:9]2[C@H:19]([CH2:20][CH2:21][C@:3]13[CH3:4])[C@:17]1([CH3:18])[C:12](=[CH:13][C:14](=[O:22])[CH2:15][CH2:16]1)[CH:11]=[CH:10]2. Procedure details: 1 g of 17β-hydroxy-14β,15β-methylen-androst-4-en-3-one (production, Example 2) is refluxed with 1.2 g of chloranil in 50 ml of tert-butanol for 30 minutes. It is allowed to cool and evaporated to the dry state. The residue is chromatographed on silica gel (mobile solvent: dichloromethane/ethyl acetate 10:1). For further purification, it is recrystallized from ethyl acetate. Reactants: C1(CC1)NC1CCN(CC1)C1=NC(=NO1)C(C)C (cyclopropyl-[1-(3-isopropyl-[1,2,4]oxadiazol-5-yl)-piperidin-4-yl]-amine), CC=1N(C=CN1)C1=CC=C(C(=O)O)C=C1 (4-(2-methyl-imidazol-1-yl)-benzoic acid). Product: C1(CC1)N(C(C1=CC=C(C=C1)N1C(=NC=C1)C)=O)C1CCN(CC1)C1=NC(=NO1)C(C)C (N-Cyclopropyl-N-[1-(3-isopropyl-[1,2,4]oxadiazol-5-yl)-piperidin-4-yl]-4-(2-methyl-imidazol-1-yl)-benzamide). Reaction SMILES: [CH:1]1([NH:4][CH:5]2[CH2:10][CH2:9][N:8]([C:11]3[O:15][N:14]=[C:13]([CH:16]([CH3:18])[CH3:17])[N:12]=3)[CH2:7][CH2:6]2)[CH2:3][CH2:2]1.[CH3:19][C:20]1[N:21]([C:25]2[CH:33]=[CH:32][C:28]([C:29](O)=[O:30])=[CH:27][CH:26]=2)[CH:22]=[CH:23][N:24]=1>>[CH:1]1([N:4]([CH:5]2[CH2:10][CH2:9][N:8]([C:11]3[O:15][N:14]=[C:13]([CH:16]([CH3:18])[CH3:17])[N:12]=3)[CH2:7][CH2:6]2)[C:29](=[O:30])[C:28]2[CH:27]=[CH:26][C:25]([N:21]3[CH:22]=[CH:23][N:24]=[C:20]3[CH3:19])=[CH:33][CH:32]=2)[CH2:2][CH2:3]1. Reported procedure: The title compound is prepared from cyclopropyl-[1-(3-isopropyl-[1,2,4]oxadiazol-5-yl)-piperidin-4-yl]-amine and 4-(2-methyl-imidazol-1-yl)-benzoic acid following a procedure analogous to that described in Example 90. LC (method 19): tR=3.46 min; Mass spectrum (ESI+): m/z=435 [M+H]+.